Dataset: the Open Reaction Database (ORD), a public repository of structured organic reaction records. Task: describe an organic reaction: reactants, conditions, products, and yield The reactants are CCOC(=O)C=O, NC(=O)OCc1ccccc1, Cc1ccccc1, O. Yields the product CCOC(=O)C(O)NC(=O)OCc1ccccc1. As a reaction SMILES: [C:1]([CH:2]=[O:3])(=[O:4])[O:5][CH2:6][CH3:7].[C:8]([NH2:9])([O:10][CH2:11][c:12]1[cH:13][cH:14][cH:15][cH:16][cH:17]1)=[O:18].[CH3:20][c:21]1[cH:22][cH:23][cH:24][cH:25][cH:26]1.[OH2:19]>>[C:1]([CH:2]([OH:3])[NH:9][C:8]([O:10][CH2:11][c:12]1[cH:13][cH:14][cH:15][cH:16][cH:17]1)=[O:18])(=[O:4])[O:5][CH2:6][CH3:7].